The task is: describe an organic reaction: reactants, conditions, products, and yield. This data is from the Open Reaction Database (ORD), a public repository of structured organic reaction records. The reactants are C1(=CC=CC=C1)CCO (β-phenylethyl alcohol), C(C1=CC=CC=C1)O (benzyl alcohol), C1(=CC=CC=C1)CCO (β-phenylethyl alcohol), C=CC1=CC=CC=C1 (styrene). The reagents and catalysts are [Co] (cobalt). The product is C1(=CC=CC=C1)CCO (β-phenylethanol), C1(=CC=CC=C1)C (toluene). Yield: 50.0%. As a reaction SMILES: [C:1]1([CH2:7][CH2:8][OH:9])[CH:6]=[CH:5][CH:4]=[CH:3][CH:2]=1.C=[CH:11][C:12]1[CH:17]=[CH:16][CH:15]=[CH:14][CH:13]=1.C(O)C1C=CC=CC=1>[Co]>[C:1]1([CH2:7][CH2:8][OH:9])[CH:6]=[CH:5][CH:4]=[CH:3][CH:2]=1.[C:12]1([CH3:11])[CH:17]=[CH:16][CH:15]=[CH:14][CH:13]=1. Procedure: It has long been desirable to prepare β-phenylethyl alcohol in a low cost process. This material is a valuable intermediate in the preparation of fragrances and of styrene, a commercial chemical with widely varying uses. In the past, it has been proposed that β-phenylethyl alcohol be prepared from benzyl alcohol. For example, the reaction has been described by Wender, I. et al., J. Am. Chem. Soc. 71 (1949), pages 4160-4161 in the presence of a cobalt catalyst. This early work is summarized by Or... Starting materials: ClC1=CC=C(C(=O)NCCC2=CC=C(C=C2)CC(=O)OCC)C=C1 (ethyl 4-[2-(4-chlorobenzamido)-ethyl]-phenylacetate). Solvent: CO (methanol), [OH-].[K+] (potassium hydroxide). Yields the product ClC1=CC=C(C(=O)NCCC2=CC=C(C=C2)CC(=O)O)C=C1 (4-[2-(4-chlorobenzamido)-ethyl]-phenylacetic acid). Yield: 66.0%. As a reaction SMILES: [Cl:1][C:2]1[CH:24]=[CH:23][C:5]([C:6]([NH:8][CH2:9][CH2:10][C:11]2[CH:16]=[CH:15][C:14]([CH2:17][C:18]([O:20]CC)=[O:19])=[CH:13][CH:12]=2)=[O:7])=[CH:4][CH:3]=1>CO.[OH-].[K+]>[Cl:1][C:2]1[CH:3]=[CH:4][C:5]([C:6]([NH:8][CH2:9][CH2:10][C:11]2[CH:16]=[CH:15][C:14]([CH2:17][C:18]([OH:20])=[O:19])=[CH:13][CH:12]=2)=[O:7])=[CH:23][CH:24]=1 |f:2.3|. Reported procedure: 13.5 g. ethyl 4-[2-(4-chlorobenzamido)-ethyl]-phenylacetate, dissolved in 110 ml methanol and 39 ml 2 N aqueous potassium hydroxide solution, are maintained at reflux temperature for 12 hours. The solution is then evaporated in a vacuum. After dilution with water, it is extracted with diethyl ether, the aqueous phase is filtered, with the addition of active charcoal, and the filtrate is acidified. There are obtained 11.7 g (95% of theory) of acid which is recrystallized from 25 ml glacial acetic... Starting materials: O[C@@]12CCCC[C@]13C=1C=C(C=CC1C[C@H]2NCC3)OC (14-hydroxy-3-methoxymorphinan), C1(CCC1)C(=O)O (cyclobutylcarboxylic acid), N1=CC=CC=C1 (pyridine), acid chloride. The solvent is C(Cl)Cl (methylene chloride), C(Cl)Cl (methylene chloride). Product: C1(CCC1)C(=O)N1[C@H]2[C@@]3(CCCC[C@@]3(C=3C=C(C=CC3C2)OC)CC1)O (N-cyclobutylcarbonyl-14-hydroxy-3-methoxymorphinan). Reaction SMILES: [OH:1][C@:2]12[C@@H:15]3[NH:16][CH2:17][CH2:18][C@:7]1([C:8]1[CH:9]=[C:10]([O:19][CH3:20])[CH:11]=[CH:12][C:13]=1[CH2:14]3)[CH2:6][CH2:5][CH2:4][CH2:3]2.N1C=CC=CC=1.[CH:27]1([C:31](O)=[O:32])[CH2:30][CH2:29][CH2:28]1>C(Cl)Cl>[CH:27]1([C:31]([N:16]2[CH2:17][CH2:18][C@@:7]34[C:8]5[CH:9]=[C:10]([O:19][CH3:20])[CH:11]=[CH:12][C:13]=5[CH2:14][C@@H:15]2[C@:2]3([OH:1])[CH2:3][CH2:4][CH2:5][CH2:6]4)=[O:32])[CH2:30][CH2:29][CH2:28]1. Procedure: To a stirred and cooled solution of 400 mg. (0.00146 mole) of the amino alcohol XXI in 0.16 g. (0.002 mole) of dry pyridine and 5 ml. of methylene chloride, there was added, dropwise, a solution of 0.19 g. (0.0016 mole) of the acid chloride of cyclobutylcarboxylic acid in 5 ml. of methylene chloride. After stirring for ten minutes, the reaction mixture was washed successively with cold dilute aqueous hydrochlorid acid, dilute aqueous sodium hydroxide, water and finally with a saturated aqueous s... Starting materials: C1CCOC1, CCN, CC(C)O, O=[N+]([O-])c1cnc(Cl)nc1Cl. Yields the product CCNc1nc(Cl)ncc1[N+](=O)[O-]. Reaction SMILES: [CH2:15]1[O:16][CH2:17][CH2:18][CH2:19]1.[CH3:12][CH2:13][NH2:14].[CH3:20][CH:21]([OH:22])[CH3:23].[Cl:1][c:2]1[n:3][cH:4][c:5]([N+:9](=[O:10])[O-:11])[c:6]([Cl:8])[n:7]1>>[Cl:1][c:2]1[n:3][cH:4][c:5]([N+:9](=[O:10])[O-:11])[c:6]([NH:14][CH2:13][CH3:12])[n:7]1. Starting materials: ClCCl, COc1ccccc1N1CCNCC1, O=CCCc1cc(-c2cccs2)no1. The product is COc1ccccc1N1CCN(CCCc2cc(-c3cccs3)no2)CC1. As a reaction SMILES: [CH2:29]([Cl:30])[Cl:31].[CH3:15][O:16][c:17]1[c:18]([N:23]2[CH2:24][CH2:25][NH:26][CH2:27][CH2:28]2)[cH:19][cH:20][cH:21][cH:22]1.[s:1]1[c:2](-[c:6]2[n:7][o:8][c:9]([CH2:11][CH2:12][CH:13]=[O:14])[cH:10]2)[cH:3][cH:4][cH:5]1>>[s:1]1[c:2](-[c:6]2[n:7][o:8][c:9]([CH2:11][CH2:12][CH2:13][N:26]3[CH2:25][CH2:24][N:23]([c:18]4[c:17]([O:16][CH3:15])[cH:22][cH:21][cH:20][cH:19]4)[CH2:28][CH2:27]3)[cH:10]2)[cH:3][cH:4][cH:5]1. Reactants: Brc1ccc(I)cc1, C#CCOc1ccc(OCC2CCCN2C(=O)OC(C)(C)C)cc1, C1CCNC1, O, Cl[Pd]Cl. Yields the product CC(C)(C)OC(=O)N1CCCC1COc1ccc(OCC#Cc2ccc(Br)cc2)cc1. As a reaction SMILES: [Br:25][c:26]1[cH:27][cH:28][c:29]([I:32])[cH:30][cH:31]1.[C:1]([CH3:2])([CH3:3])([CH3:4])[O:5][C:6](=[O:7])[N:8]1[CH:9]([CH2:13][O:14][c:15]2[cH:16][cH:17][c:18]([O:21][CH2:22][C:23]#[CH:24])[cH:19][cH:20]2)[CH2:10][CH2:11][CH2:12]1.[CH2:33]1[CH2:34][NH:35][CH2:36][CH2:37]1.[OH2:41].[Pd:38]([Cl:39])[Cl:40]>>[C:1]([CH3:2])([CH3:3])([CH3:4])[O:5][C:6](=[O:7])[N:8]1[CH:9]([CH2:13][O:14][c:15]2[cH:16][cH:17][c:18]([O:21][CH2:22][C:23]#[C:24][c:29]3[cH:28][cH:27][c:26]([Br:25])[cH:31][cH:30]3)[cH:19][cH:20]2)[CH2:10][CH2:11][CH2:12]1.